This data is from the Open Reaction Database (ORD), a public repository of structured organic reaction records. The task is: describe an organic reaction: reactants, conditions, products, and yield The reactants are C1(CCCCC1)/C=C/C1=CC=C(O1)C(CCNC(C(F)(F)F)=O)O ((E)-N-(3-(5-(2-cyclohexylvinyl)furan-2-yl)-3-hydroxypropyl)-2,2,2-trifluoroacetamide). Reagents/catalysts: [Pd] (Pd/C). Conditions: time 40 hour. The product is C1(CCCCC1)CCC1CCC(O1)C(CCNC(C(F)(F)F)=O)O (N-(3-(5-(2-cyclohexylethyl)tetrahydrofuran-2-yl)-3-hydroxypropyl)-2,2,2-trifluoroacetamide). As a reaction SMILES: [CH:1]1(/[CH:7]=[CH:8]/[C:9]2[O:13][C:12]([CH:14]([OH:24])[CH2:15][CH2:16][NH:17][C:18](=[O:23])[C:19]([F:22])([F:21])[F:20])=[CH:11][CH:10]=2)[CH2:6][CH2:5][CH2:4][CH2:3][CH2:2]1>[Pd]>[CH:1]1([CH2:7][CH2:8][CH:9]2[O:13][CH:12]([CH:14]([OH:24])[CH2:15][CH2:16][NH:17][C:18](=[O:23])[C:19]([F:21])([F:22])[F:20])[CH2:11][CH2:10]2)[CH2:6][CH2:5][CH2:4][CH2:3][CH2:2]1. Procedure: A mixture of (E)-N-(3-(5-(2-cyclohexylvinyl)furan-2-yl)-3-hydroxypropyl)-2,2,2-trifluoroacetamide (0.11 g, 0.319 mmol) and Pd/C (10% wt, 0.037 g) in EtOAc (10 mL) was degassed by alternating vacuum/H2 three times and then stirred under H2 atmosphere at room temperature for 40 hrs, filtered through Celite and concentrated under reduced pressure to give N-(3-(5-(2-cyclohexylethyl)tetrahydrofuran-2-yl)-3-hydroxypropyl)-2,2,2-trifluoroacetamide which was used directly in the next step without additi... The reactants are 12-L, O1CCOC12CCC(CC2)C(=O)OCC (ethyl 1,4-dioxaspiro[4.5]decane-8-carboxylate), [H-].[H-].[H-].[H-].[Li+].[Al+3] (LAH), CC(C)O.C(=O)=O (2-propanol dry ice). Run in C(C)OCC (ethyl ether). Run at time 3 hour. The product is O1CCOC12CCC(CC2)CO (1,4-Dioxaspiro[4.5]decan-8-ylmethanol). Yield: 92.8%. As a reaction SMILES: [H-].[H-].[H-].[H-].[Li+].[Al+3].CC(O)C.C(=O)=O.[O:14]1[C:18]2([CH2:23][CH2:22][CH:21]([C:24](OCC)=[O:25])[CH2:20][CH2:19]2)[O:17][CH2:16][CH2:15]1>C(OCC)C>[O:14]1[C:18]2([CH2:23][CH2:22][CH:21]([CH2:24][OH:25])[CH2:20][CH2:19]2)[O:17][CH2:16][CH2:15]1 |f:0.1.2.3.4.5,6.7|. Procedure details: A 12-L, four-necked flask equipped with a mechanical stirrer, dropping funnel, thermometer and a nitrogen-inlet tube was flushed with nitrogen and then charged with a 1.0 M LAH (2754 mL, 2754 mmol). The mixture was cooled (0-4° C. internal temperature, 2-propanol/dry ice bath) and a solution of ethyl 1,4-dioxaspiro[4.5]decane-8-carboxylate (590 g, 2754 mmol) was added over 3.5 h via dropping funnel. The reaction mixture was then stirred for 3 h while allowing it to warm to room temperature then ... Reactants: COC1=C(CN(S(=O)(=O)C2=C(C=C(C(=C2)C)O[C@@H]2[C@H](CCC2)C2=CC=NN2C2OCCCC2)F)C2=NC=NC=C2)C=CC(=C1)OC (N-(2,4-dimethoxybenzyl)-2-fluoro-5-methyl-N-(pyrimidin-4-yl)-4-({(1S*,2R*)-2-[1-(tetrahydro-2H-pyran-2-yl)-1H-pyrazol-5-yl]cyclopentyl}oxy)benzenesulfonamide), C(C)[SiH](CC)CC (triethylsilane), FC(C(=O)O)(F)F (trifluoroacetic acid). Run in ClCCl (dichloromethane). Product: FC1=C(C=C(C(=C1)O[C@@H]1[C@H](CCC1)C1=CC=NN1)C)S(=O)(=O)NC1=NC=NC=C1 (2-Fluoro-5-methyl-4-{[(1S*,2R*)-2-(1H-pyrazol-5-yl)cyclopentyl]oxy}-N-(pyrimidin-4-yl)benzenesulfonamide). Isolated yield 108.7%. As a reaction SMILES: COC1C=C(OC)C=CC=1C[N:6]([C:35]1[CH:40]=[CH:39][N:38]=[CH:37][N:36]=1)[S:7]([C:10]1[CH:15]=[C:14]([CH3:16])[C:13]([O:17][C@H:18]2[CH2:22][CH2:21][CH2:20][C@@H:19]2[C:23]2[N:27](C3CCCCO3)[N:26]=[CH:25][CH:24]=2)=[CH:12][C:11]=1[F:34])(=[O:9])=[O:8].C([SiH](CC)CC)C.FC(F)(F)C(O)=O>ClCCl>[F:34][C:11]1[CH:12]=[C:13]([O:17][C@H:18]2[CH2:22][CH2:21][CH2:20][C@@H:19]2[C:23]2[NH:27][N:26]=[CH:25][CH:24]=2)[C:14]([CH3:16])=[CH:15][C:10]=1[S:7]([NH:6][C:35]1[CH:40]=[CH:39][N:38]=[CH:37][N:36]=1)(=[O:8])=[O:9]. Procedure details: The reaction and aftertreatment were conducted in the same manner as in Example 1b by using the N-(2,4-dimethoxybenzyl)-2-fluoro-5-methyl-N-(pyrimidin-4-yl)-4-({(1S*,2R*)-2-[1-(tetrahydro-2H-pyran-2-yl)-1H-pyrazol-5-yl]cyclopentyl}oxy)benzenesulfonamide (155 mg, 0.238 mmol) prepared in Example 138b, triethylsilane (0.30 mL), trifluoroacetic acid (2.0 mL) and dichloromethane (3.0 mL), to yield the title compound (108 mg, 99%) as a colorless solid. The reactants are CCN1CC=C(c2cccc(S(=O)(=O)N(C)C)c2F)CC1, CO, O=C(O)C=CC(=O)O, O=[Pt]. Yields the product CCN1CCC(c2cccc(S(=O)(=O)N(C)C)c2F)CC1. As a reaction SMILES: [CH2:1]([CH3:2])[N:3]1[CH2:4][CH2:5][C:6]([c:9]2[c:10]([F:21])[c:11]([S:15](=[O:16])(=[O:17])[N:18]([CH3:19])[CH3:20])[cH:12][cH:13][cH:14]2)=[CH:7][CH2:8]1.[CH3:32][OH:33].[OH:22][C:23]([CH:24]=[CH:25][C:26](=[O:27])[OH:28])=[O:29].[Pt:30]=[O:31]>>[CH2:1]([CH3:2])[N:3]1[CH2:4][CH2:5][CH:6]([c:9]2[c:10]([F:21])[c:11]([S:15](=[O:16])(=[O:17])[N:18]([CH3:19])[CH3:20])[cH:12][cH:13][cH:14]2)[CH2:7][CH2:8]1. The reactants are ClC=1C=CC(=C(C1)N)C1=NC2=C(N1CC1CCCCC1)C=C(C(=C2)F)F (5-chloro-2-(1-cyclohexylmethyl-5,6-difluoro-1H-benzoimidazol-2-yl)-phenylamine), C[Si](C)(C)[N-][Si](C)(C)C.[Li+] (lithium bis(trimethylsilyl)amide), COC(C1=C(C=C(C=C1)C1=NN=NN1)F)=O (2-fluoro-4-(1H-tetrazol-5-yl)-benzoic acid methyl ester). Solvent: O1CCCC1 (tetrahydrofuran), O1CCCC1 (tetrahydrofuran). Reaction conditions: time 30 minute. Product: ClC=1C=CC(=C(C1)NC(C1=C(C=C(C=C1)C1=NN=NN1)F)=O)C1=NC2=C(N1CC1CCCCC1)C=C(C(=C2)F)F (N-[5-Chloro-2-(1-cyclohexylmethyl-5,6-difluoro-1H-benzoimidazol-2-yl)-phenyl]-2-fluoro-4-(1H-tetrazol-5-yl)-benzamide). Isolated yield 30.0%. RXN SMILES: [Cl:1][C:2]1[CH:3]=[CH:4][C:5]([C:9]2[N:13]([CH2:14][CH:15]3[CH2:20][CH2:19][CH2:18][CH2:17][CH2:16]3)[C:12]3[CH:21]=[C:22]([F:26])[C:23]([F:25])=[CH:24][C:11]=3[N:10]=2)=[C:6]([NH2:8])[CH:7]=1.C[Si]([N-][Si](C)(C)C)(C)C.[Li+].C[O:38][C:39](=O)[C:40]1[CH:45]=[CH:44][C:43]([C:46]2[NH:50][N:49]=[N:48][N:47]=2)=[CH:42][C:41]=1[F:51]>O1CCCC1>[Cl:1][C:2]1[CH:3]=[CH:4][C:5]([C:9]2[N:13]([CH2:14][CH:15]3[CH2:16][CH2:17][CH2:18][CH2:19][CH2:20]3)[C:12]3[CH:21]=[C:22]([F:26])[C:23]([F:25])=[CH:24][C:11]=3[N:10]=2)=[C:6]([NH:8][C:39](=[O:38])[C:40]2[CH:45]=[CH:44][C:43]([C:46]3[NH:50][N:49]=[N:48][N:47]=3)=[CH:42][C:41]=2[F:51])[CH:7]=1 |f:1.2|. Procedure: To a stirred solution of 5-chloro-2-(1-cyclohexylmethyl-5,6-difluoro-1H-benzoimidazol-2-yl)-phenylamine (60 mg, 0.16 mmol) in dry tetrahydrofuran (15 ml) was added lithium bis(trimethylsilyl)amide at −30° C. and stirring continued for 30 minutes at that temperature. To this was added a solution of 2-fluoro-4-(1H-tetrazol-5-yl)-benzoic acid methyl ester (42 mg, 0.19 mmol) in tetrahydrofuran (5 ml) at −30° C. The temperature was then allowed to slowly rise to 25° C., and the reaction mixture was a...